This data is from the Open Reaction Database (ORD), a public repository of structured organic reaction records. The task is: describe an organic reaction: reactants, conditions, products, and yield Reactants: FC1(CC(C1)NC(=O)N[C@@](CC1=CC=CC=C1)(C1=CC(=CC(=C1)OC(C(F)F)(F)F)F)C1=CC(=C(C=C1)F)\C=C\C1=CC=CC=C1)F ((R,E)-1-(3,3-difluorocyclobutyl)-3-(1-(4-fluoro-3-styrylphenyl)-1-(3-fluoro-5-(1,1,2,2-tetrafluoroethoxy)phenyl)-2-phenylethyl)urea), C[N+]1(CCOCC1)[O-] (4-methylmorpholine N-oxide). Reported procedure: To a solution of (R,E)-1-(3,3-difluorocyclobutyl)-3-(1-(4-fluoro-3-styrylphenyl)-1-(3-fluoro-5-(1,1,2,2-tetrafluoroethoxy)phenyl)-2-phenylethyl)urea (509 mg, 0.8 mmol) in DCM (10 ml) at 0° C. was added 4-methylmorpholine N-oxide (104 mg, 0.8 mmol). Ozone was bubbled through the resulting yellow solution for 10 min. The reaction solvent was removed and the residue was purified by ISCO chromatography (12 g column, 0-30% EtOAc/hexane) to yield (R)-1-(3,3-difluorocyclobutyl)-3-(1-(4-fluoro-3-formylp... The product is FC1(CC(C1)NC(=O)N[C@@](CC1=CC=CC=C1)(C1=CC(=CC(=C1)OC(C(F)F)(F)F)F)C1=CC(=C(C=C1)F)C=O)F ((R)-1-(3,3-difluorocyclobutyl)-3-(1-(4-fluoro-3-formylphenyl)-1-(3-fluoro-5-(1,1,2,2-tetrafluoroethoxy)phenyl)-2-phenylethyl)urea). Reaction SMILES: [F:1][C:2]1([F:47])[CH2:5][CH:4]([NH:6][C:7]([NH:9][C@:10]([C:32]2[CH:37]=[CH:36][C:35]([F:38])=[C:34](/[CH:39]=C/C3C=CC=CC=3)[CH:33]=2)([C:18]2[CH:23]=[C:22]([O:24][C:25]([F:30])([F:29])[CH:26]([F:28])[F:27])[CH:21]=[C:20]([F:31])[CH:19]=2)[CH2:11][C:12]2[CH:17]=[CH:16][CH:15]=[CH:14][CH:13]=2)=[O:8])[CH2:3]1.C[N+]1([O-])CC[O:52]CC1>C(Cl)Cl>[F:1][C:2]1([F:47])[CH2:5][CH:4]([NH:6][C:7]([NH:9][C@:10]([C:32]2[CH:37]=[CH:36][C:35]([F:38])=[C:34]([CH:39]=[O:52])[CH:33]=2)([C:18]2[CH:23]=[C:22]([O:24][C:25]([F:29])([F:30])[CH:26]([F:28])[F:27])[CH:21]=[C:20]([F:31])[CH:19]=2)[CH2:11][C:12]2[CH:13]=[CH:14][CH:15]=[CH:16][CH:17]=2)=[O:8])[CH2:3]1. Yield: 22.6%. Solvent: C(Cl)Cl (DCM). Starting materials: C1CCOC1 (THF), O (Water), C(=O)(C=1NC=CN1)C=1NC=CN1 (carbonyl diimidazole), C1CCOC1 (THF), hydroxamic acid, CCCCCC.C(C)(=O)OCC (hexane ethyl acetate), Cl (hydrochloric acid). Reaction conditions: time 8 hour. The product is OC1=NOC2=C1C=CC(=C2)OC (3-hydroxy-6-methoxy-1,2-benzisoxazole). As a reaction SMILES: C(C1NC=[CH:11][N:12]=1)(C1NC=CN=1)=O.CCCCCC.[C:19]([O:22][CH2:23][CH3:24])(=O)C.[OH2:25].Cl.[CH2:27]1[CH2:31][O:30][CH2:29][CH2:28]1>>[OH:25][C:11]1[C:27]2[CH:28]=[CH:29][C:23]([O:22][CH3:19])=[CH:24][C:31]=2[O:30][N:12]=1 |f:1.2|. Procedure details: A solution of carbonyl diimidazole (1.07 g, 6.57 mmol) in anhydrous THF (8 ml) was added to a stirred boiling solution of the hydroxamic acid (602 mg, 3.29 mmol) in THF (6 ml). The resulting solution was heated at reflux for approx. 8-10 hours, then allowed to cool to room temperature and stirred overnight under an argon atmosphere. Thin layer chromatography (tlc) (silica; 1:1 hexane/ethyl acetate) showed minimal starting material and new non polar material. The solution was evaporated on a rota... Starting materials: ClC=1C=C2/C(/OC(C2=CC1Cl)=O)=C/C1=CC(=C(C=C1)F)C(=O)N1CCC(CC1)OC ((Z)-5,6-dichloro-3-(4-fluoro-3-(4-methoxypiperidine-1-carbonyl)benzylidene)isobenzofuran-1(3H)-one), O.NN (hydrazine hydrate). Solvent: CN(C=O)C (N,N-dimethylformamide), O (water), O (water). Run at temperature 105 celsius, time 90 minute. Yields the product ClC=1C=C2C(=NNC(C2=CC1Cl)=O)CC1=CC(=C(C=C1)F)C(=O)N1CCC(CC1)OC (6,7-dichloro-4-(4-fluoro-3-(4-methoxypiperidine-1-carbonyl)benzyl)phthalazin-1(2H)-one). The yield is 35.4%. As a reaction SMILES: [Cl:1][C:2]1[CH:3]=[C:4]2[C:8](=[CH:9][C:10]=1[Cl:11])[C:7](=O)[O:6]/[C:5]/2=[CH:13]\[C:14]1[CH:19]=[CH:18][C:17]([F:20])=[C:16]([C:21]([N:23]2[CH2:28][CH2:27][CH:26]([O:29][CH3:30])[CH2:25][CH2:24]2)=[O:22])[CH:15]=1.O.[NH2:32][NH2:33]>O.CN(C)C=O>[Cl:1][C:2]1[CH:3]=[C:4]2[C:8](=[CH:9][C:10]=1[Cl:11])[C:7](=[O:6])[NH:33][N:32]=[C:5]2[CH2:13][C:14]1[CH:19]=[CH:18][C:17]([F:20])=[C:16]([C:21]([N:23]2[CH2:28][CH2:27][CH:26]([O:29][CH3:30])[CH2:25][CH2:24]2)=[O:22])[CH:15]=1 |f:1.2|. Procedure details: (Z)-5,6-dichloro-3-(4-fluoro-3-(4-methoxypiperidine-1-carbonyl)benzylidene)isobenzofuran-1(3H)-one (64) (127 mg, 0.28 mmol) was taken up in water (2 mL) and N,N-dimethylformamide (0.500 mL). The resulting mixture was treated with hydrazine hydrate (0.080 mL, 1.65 mmol) and the reaction was heated to 105° C. with stirring for 90 minutes. The reaction mixture was cooled, diluted with water (˜10 mL) and solid collected by suction filtration to afford the crude product, which was purified by flash s... Reactants: BrCCBr, O=C([O-])[O-], CCC(=O)CC, [K+], [K+], Oc1ccc(-c2cc3ccccc3o2)cc1. Product: BrCCOc1ccc(-c2cc3ccccc3o2)cc1. As a reaction SMILES: [Br:17][CH2:18][CH2:19][Br:20].[C:21](=[O:22])([O-:23])[O-:24].[CH3:27][CH2:28][C:29](=[O:30])[CH2:31][CH3:32].[K+:25].[K+:26].[OH:1][c:2]1[cH:3][cH:4][c:5](-[c:8]2[o:9][c:10]3[c:11]([cH:12]2)[cH:13][cH:14][cH:15][cH:16]3)[cH:6][cH:7]1>>[O:1]([c:2]1[cH:3][cH:4][c:5](-[c:8]2[o:9][c:10]3[c:11]([cH:12]2)[cH:13][cH:14][cH:15][cH:16]3)[cH:6][cH:7]1)[CH2:19][CH2:18][Br:17]. Starting materials: NC1=CC=C(C=CC(=O)OCC)C=C1 (ethyl 4-aminocinnamate), FC(CCCCCCCCCCCCCCCBr)(F)F (15-(trifluoromethyl)pentadecyl bromide), C([O-])([O-])=O.[K+].[K+] (potassium carbonate). Run in O (water). Run at temperature 60 celsius. Product: FC(CCCCCCCCCCCCCCCNC1=CC=C(C=CC(=O)OCC)C=C1)(F)F (ethyl 4-[15-(trifluoromethyl)pentadecylamino]cinnamate). Reaction SMILES: [NH2:1][C:2]1[CH:14]=[CH:13][C:5]([CH:6]=[CH:7][C:8]([O:10][CH2:11][CH3:12])=[O:9])=[CH:4][CH:3]=1.[F:15][C:16]([F:34])([F:33])[CH2:17][CH2:18][CH2:19][CH2:20][CH2:21][CH2:22][CH2:23][CH2:24][CH2:25][CH2:26][CH2:27][CH2:28][CH2:29][CH2:30][CH2:31]Br.C(=O)([O-])[O-].[K+].[K+]>O>[F:15][C:16]([F:33])([F:34])[CH2:17][CH2:18][CH2:19][CH2:20][CH2:21][CH2:22][CH2:23][CH2:24][CH2:25][CH2:26][CH2:27][CH2:28][CH2:29][CH2:30][CH2:31][NH:1][C:2]1[CH:3]=[CH:4][C:5]([CH:6]=[CH:7][C:8]([O:10][CH2:11][CH3:12])=[O:9])=[CH:13][CH:14]=1 |f:2.3.4|. Procedure details: A mixture of ethyl 4-aminocinnamate, one equivalent of 15-(trifluoromethyl)pentadecyl bromide and one equivalent of anhydrous potassium carbonate in hexamethylphosporamide is heated for 20 hours at 60° C. The mixture is then cooled, diluted with water and extracted with ether. The combined ether extracts are dried, filtered and evaporated to provide ethyl 4-[15-(trifluoromethyl)pentadecylamino]cinnamate. The ester is hydrolyzed with sodium hydroxide in a 1:9 water:ethanol solution at steam bath ... Reactants: Cc1c(C(=O)O)c(CC(=O)O)n(C)c1C(=O)c1ccc(Cl)cc1, O=C(O)C(F)(F)F. The product is Cc1cc(CC(=O)O)n(C)c1C(=O)c1ccc(Cl)cc1. Reaction SMILES: [Cl:1][c:2]1[cH:3][cH:4][c:5]([C:6](=[O:7])[c:8]2[c:9]([CH3:21])[c:10]([C:18]([OH:19])=[O:20])[c:11]([CH2:14][C:15](=[O:16])[OH:17])[n:12]2[CH3:13])[cH:22][cH:23]1.[OH:24][C:25]([C:26]([F:27])([F:28])[F:29])=[O:30]>>[Cl:1][c:2]1[cH:3][cH:4][c:5]([C:6](=[O:7])[c:8]2[c:9]([CH3:21])[cH:10][c:11]([CH2:14][C:15](=[O:16])[OH:17])[n:12]2[CH3:13])[cH:22][cH:23]1. Starting materials: ice, [N+](=O)(O)[O-] (HNO3), BrC1=NNC(=C1Br)Br (3,4,5-tribromopyrazole), C(C)(=O)OC(C)=O (Acetic anhydride). The solvent is C(C)(=O)O (acetic acid). Run at temperature 15 celsius, time 2 hour. Yields the product [N+](=O)([O-])N1N=C(C(=C1Br)Br)Br (1-nitro-3,4,5-tribromopyrazole). Reaction SMILES: [N+:1]([O-:4])(O)=[O:2].[Br:5][C:6]1[C:10]([Br:11])=[C:9]([Br:12])[NH:8][N:7]=1.C(OC(=O)C)(=O)C>C(O)(=O)C>[N+:1]([N:7]1[C:6]([Br:5])=[C:10]([Br:11])[C:9]([Br:12])=[N:8]1)([O-:4])=[O:2]. Procedure: HNO3 (d=1.50 g/ml; 18 ml, 0.429 mol) was added dropwise over 10 minutes to a solution of 3,4,5-tribromopyrazole (1) (50 g, 0.164 mol) in glacial acetic acid (750 ml) while maintaining the temperature at 15° C. Acetic anhydride (250 ml) was added and the reaction mixture was stirred at room temperature for 2 hours. Once the reaction was complete, the reaction mixture was poured onto crushed ice (1 kg). After stirring for 1 hour, the crude product was filtered off and then washed with demineralize... The reactants are FC1=CC=C(C=C1)NC(=O)C1(CC1)C(=O)O (1-((4-fluorophenyl)carbamoyl)cyclopropanecarboxylic acid), COC1=CC=C(CN2N=C(C=3C2=NC=CC3OC3=C(C=C(C=C3Cl)N)Cl)C)C=C1 (4-(1-(4-methoxybenzyl)-3-methyl-1H-pyrazolo[3,4-b]pyridin-4-yloxy)-3,5-dichlorobenzenamine), C1(CC1)(C(=O)O)C(=O)O (cyclopropane-1,1-dicarboxylic acid), FC1=CC=C(N)C=C1 (4-fluoroaniline). Yields the product ClC=1C=C(C=C(C1OC1=C2C(=NC=C1)N(N=C2C)CC2=CC=C(C=C2)OC)Cl)N(C(=O)C2(CC2)C(=O)N)C2=CC=C(C=C2)F (N-(3,5-dichloro-4-(1-(4-methoxybenzyl)-3-methyl-1H-pyrazolo[3,4-b]pyridin-4-yloxy)phenyl)-N-(4-fluorophenyl)cyclopropane-1,1-dicarboxamide). Yield: 7.0%. Reaction SMILES: [F:1][C:2]1[CH:7]=[CH:6][C:5]([NH:8][C:9]([C:11]2([C:14]([OH:16])=O)[CH2:13][CH2:12]2)=[O:10])=[CH:4][CH:3]=1.C1(C(O)=O)(C(O)=O)CC1.FC1C=CC([NH2:31])=CC=1.[CH3:34][O:35][C:36]1[CH:62]=[CH:61][C:39]([CH2:40][N:41]2[C:45]3=[N:46][CH:47]=[CH:48][C:49]([O:50][C:51]4[C:56]([Cl:57])=[CH:55][C:54](N)=[CH:53][C:52]=4[Cl:59])=[C:44]3[C:43]([CH3:60])=[N:42]2)=[CH:38][CH:37]=1>>[Cl:59][C:52]1[CH:53]=[C:54]([N:8]([C:5]2[CH:4]=[CH:3][C:2]([F:1])=[CH:7][CH:6]=2)[C:9]([C:11]2([C:14]([NH2:31])=[O:16])[CH2:12][CH2:13]2)=[O:10])[CH:55]=[C:56]([Cl:57])[C:51]=1[O:50][C:49]1[CH:48]=[CH:47][N:46]=[C:45]2[N:41]([CH2:40][C:39]3[CH:61]=[CH:62][C:36]([O:35][CH3:34])=[CH:37][CH:38]=3)[N:42]=[C:43]([CH3:60])[C:44]=12. Procedure: Prepared from 1-((4-fluorophenyl)carbamoyl)cyclopropanecarboxylic acid (0.1354 g, 0.3762 mmol; prepared from cyclopropane-1,1-dicarboxylic acid and 4-fluoroaniline using the methods of WO 2005/030140 and by Shih and Rankin, Synth. Comm. 1996, 26(4), 833-836) and 4-(1-(4-methoxybenzyl)-3-methyl-1H-pyrazolo[3,4-b]pyridin-4-yloxy)-3,5-dichlorobenzenamine (0.170 g, 0.1505 mmol) according to the procedure of Example 13, Step C. The crude product was purified preparative TLC (0.5 mm) eluting with EtOA... The reactants are BrC1=CC2=C(C(NC(=C2C2=CC(=C(C=C2)Cl)Cl)C(=O)OC)=O)S1 (methyl 2-bromo-4-(3,4-dichlorophenyl)-7-oxo-6,7-dihydrothieno[2,3-c]pyridine-5-carboxylate), N1CCOCC1 (morpholine), C1(=CC=CC=C1)P(C1=CC=CC=2C(C3=CC=CC(=C3OC12)P(C1=CC=CC=C1)C1=CC=CC=C1)(C)C)C1=CC=CC=C1 (4,5-bis(diphenylphosphino)-9,9-dimethylxanthene), C([O-])([O-])=O.[Cs+].[Cs+] (cesium carbonate), O1CCOCC1 (1,4-dioxane). Reagents/catalysts: C=1C=CC(=CC1)/C=C/C(=O)/C=C/C2=CC=CC=C2.C=1C=CC(=CC1)/C=C/C(=O)/C=C/C2=CC=CC=C2.C=1C=CC(=CC1)/C=C/C(=O)/C=C/C2=CC=CC=C2.[Pd].[Pd] (tris(dibenzylideneacetone)dipalladium(0)). Reaction conditions: temperature 140 celsius. Product: ClC=1C=C(C=CC1Cl)C=1C2=C(C(NC1C(=O)OC)=O)SC(=C2)N2CCOCC2 (methyl 4-(3,4-dichlorophenyl)-2-(morpholin-4-yl)-7-oxo-6,7-dihydrothieno[2,3-c]pyridine-5-carboxylate). Yield: 6.3%. RXN SMILES: Br[C:2]1[S:23][C:5]2[C:6](=[O:22])[NH:7][C:8]([C:18]([O:20][CH3:21])=[O:19])=[C:9]([C:10]3[CH:15]=[CH:14][C:13]([Cl:16])=[C:12]([Cl:17])[CH:11]=3)[C:4]=2[CH:3]=1.[NH:24]1[CH2:29][CH2:28][O:27][CH2:26][CH2:25]1.C1(P(C2C=CC=CC=2)C2C3OC4C(=CC=CC=4P(C4C=CC=CC=4)C4C=CC=CC=4)C(C)(C)C=3C=CC=2)C=CC=CC=1.C(=O)([O-])[O-].[Cs+].[Cs+].O1CCOCC1>C1C=CC(/C=C/C(/C=C/C2C=CC=CC=2)=O)=CC=1.C1C=CC(/C=C/C(/C=C/C2C=CC=CC=2)=O)=CC=1.C1C=CC(/C=C/C(/C=C/C2C=CC=CC=2)=O)=CC=1.[Pd].[Pd]>[Cl:17][C:12]1[CH:11]=[C:10]([C:9]2[C:4]3[CH:3]=[C:2]([N:24]4[CH2:29][CH2:28][O:27][CH2:26][CH2:25]4)[S:23][C:5]=3[C:6](=[O:22])[NH:7][C:8]=2[C:18]([O:20][CH3:21])=[O:19])[CH:15]=[CH:14][C:13]=1[Cl:16] |f:3.4.5,7.8.9.10.11|. Procedure: A mixture of methyl 2-bromo-4-(3,4-dichlorophenyl)-7-oxo-6,7-dihydrothieno[2,3-c]pyridine-5-carboxylate (0.081 g, 0.19 mmol), morpholine (0.0489 g, 0.561 mmol), tris(dibenzylideneacetone)dipalladium(0) (17.1 mg, 0.0187 mmol), 4,5-bis(diphenylphosphino)-9,9-dimethylxanthene (21.6 mg, 0.0374 mmol) and cesium carbonate (183 mg, 0.561 mmol) in 1,4-dioxane (3.0 mL, 38 mmol) was heated to 140° C. for 20 min, and then to 150° C. for another 90 min by microwave irradiation. The mixture was concentrated ... Procedure details: Using 1-[2-[(4-fluorophenyl)methyl]-2,3,4,5-tetrahydro-1H-2-benzazepin-8-yl]-3-(4-piperidinyl)-1-propanone(free base) obtained in Example 211, and 4-chlorobenzyl bromide, the procedure of Example 51-3 was otherewise repeated to provide the title compound as colorless amorphous powders. Reactants: Cl.Cl.FC1=CC=C(C=C1)CN1CC2=C(CCC1)C=CC(=C2)C(CCC2CCNCC2)=O (1-[2-[(4-Fluorophenyl)methyl]-2,3,4,5-tetrahydro-1H-2-benzazepin-8-yl]-3-(4-piperidinyl)-1-propanone dihydrochloride), ClC1=CC=C(CBr)C=C1 (4-chlorobenzyl bromide). The product is Cl.Cl.ClC1=CC=C(C=C1)CN1CCC(CC1)CCC(=O)C1=CC2=C(CCCN(C2)CC2=CC=C(C=C2)F)C=C1 (3-[1-[(4-Chlorophenyl)methyl]-4-piperidinyl]-1-[2-[(4-fluorophenyl)methyl]-2,3,4,5-tetrahydro-1H-2-benzazepin-8-yl]-1-propanone Dihydrochloride). RXN SMILES: [ClH:1].Cl.[F:3][C:4]1[CH:9]=[CH:8][C:7]([CH2:10][N:11]2[CH2:17][CH2:16][CH2:15][C:14]3[CH:18]=[CH:19][C:20]([C:22](=[O:31])[CH2:23][CH2:24][CH:25]4[CH2:30][CH2:29][NH:28][CH2:27][CH2:26]4)=[CH:21][C:13]=3[CH2:12]2)=[CH:6][CH:5]=1.[Cl:32][C:33]1[CH:40]=[CH:39][C:36]([CH2:37]Br)=[CH:35][CH:34]=1>>[ClH:32].[ClH:1].[Cl:32][C:33]1[CH:40]=[CH:39][C:36]([CH2:37][N:28]2[CH2:27][CH2:26][CH:25]([CH2:24][CH2:23][C:22]([C:20]3[CH:19]=[CH:18][C:14]4[CH2:15][CH2:16][CH2:17][N:11]([CH2:10][C:7]5[CH:6]=[CH:5][C:4]([F:3])=[CH:9][CH:8]=5)[CH2:12][C:13]=4[CH:21]=3)=[O:31])[CH2:30][CH2:29]2)=[CH:35][CH:34]=1 |f:0.1.2,4.5.6|.